This data is from the Open Reaction Database (ORD), a public repository of structured organic reaction records. The task is: describe an organic reaction: reactants, conditions, products, and yield The reactants are C(CCC)[Li] (n-butyllithium), COC1=CC=C(C=C1)C=1N=CN(C1C1=CC=C(C=C1)OC)C1OCCCC1 (4,5-bis(4-methoxyphenyl)-1-(tetrahydropyran-2-yl)imidazole), FC1=C(C(=C(C(=C1SCl)F)F)F)F (pentafluorophenylsulfenyl chloride). Solvent: C(C)(=O)OCC (ethyl acetate), CCCCCC (hexane), O1CCCC1 (tetrahydrofuran), C1(=CC=CC=C1)C (toluene), C1(=CC=CC=C1)C (toluene). Conditions: time 20 minute. The product is COC1=CC=C(C=C1)C=1N=C(N(C1C1=CC=C(C=C1)OC)C1OCCCC1)SC1=C(C(=C(C(=C1F)F)F)F)F (4,5-bis(4-methoxyphenyl)-1-(tetrahydropyran-2-yl)-2-(pentafluorophenylthio)imidazole). As a reaction SMILES: C([Li])CCC.[CH3:6][O:7][C:8]1[CH:13]=[CH:12][C:11]([C:14]2[N:15]=[CH:16][N:17]([CH:27]3[CH2:32][CH2:31][CH2:30][CH2:29][O:28]3)[C:18]=2[C:19]2[CH:24]=[CH:23][C:22]([O:25][CH3:26])=[CH:21][CH:20]=2)=[CH:10][CH:9]=1.[F:33][C:34]1[C:39]([S:40]Cl)=[C:38]([F:42])[C:37]([F:43])=[C:36]([F:44])[C:35]=1[F:45]>CCCCCC.C1(C)C=CC=CC=1.O1CCCC1.C(OCC)(=O)C>[CH3:6][O:7][C:8]1[CH:9]=[CH:10][C:11]([C:14]2[N:15]=[C:16]([S:40][C:39]3[C:38]([F:42])=[C:37]([F:43])[C:36]([F:44])=[C:35]([F:45])[C:34]=3[F:33])[N:17]([CH:27]3[CH2:32][CH2:31][CH2:30][CH2:29][O:28]3)[C:18]=2[C:19]2[CH:24]=[CH:23][C:22]([O:25][CH3:26])=[CH:21][CH:20]=2)=[CH:12][CH:13]=1. Procedure: Under agitation and using argon as the protective gas, 15 ml of about 1.6N n-butyllithium in hexane, diluted with 30 ml of toluene, is added dropwise at -5° to 0° to a solution of 8.83 g of 4,5-bis(4-methoxyphenyl)-1-(tetrahydropyran-2-yl)imidazole in a mixture of 75 ml of absolute tetrahydrofuran and 75 ml of toluene. After 20 minutes, the pentafluorophenylsulfenyl chloride solution is added dropwise to the reaction mixture, maintaining the temperature between -5° and 0° by cooling. After 2 hou... The reactants are acetate salt, Cl.CO (HCl MeOH), C(=O)(OCC1=CC=CC=C1)NC(NCCC[C@@H](NC(C(C1=CC=CC=C1)C1=CC=CC=C1)=O)C(=O)N[C@H](C)C1=CC=C(C=C1)OC)=NC(=O)OCC1=CC=CC=C1 ((R)-Nω,Nω '-bis(Cbz)-N2 -(diphenylacetyl)-(R)-N-[1-(4-methoxyphenyl)ethyl]-arginine amide). The reagents and catalysts are [Pd] (Pd/C). The solvent is CC(=O)O (HOAc). Run at time 4 hour. Product: Cl.C1(=CC=CC=C1)C(C(=O)N[C@H](CCCNC(N)=N)C(=O)N[C@H](C)C1=CC=C(C=C1)OC)C1=CC=CC=C1 ((R)-N2 -(Diphenylacetyl)-(R)-N-[1-(4-methoxyphenyl)ethyl]arginine amide hydrochloride). As a reaction SMILES: C([NH:11][C:12](=[N:47]C(OCC1C=CC=CC=1)=O)[NH:13][CH2:14][CH2:15][CH2:16][C@H:17]([C:34]([NH:36][C@@H:37]([C:39]1[CH:44]=[CH:43][C:42]([O:45][CH3:46])=[CH:41][CH:40]=1)[CH3:38])=[O:35])[NH:18][C:19](=[O:33])[CH:20]([C:27]1[CH:32]=[CH:31][CH:30]=[CH:29][CH:28]=1)[C:21]1[CH:26]=[CH:25][CH:24]=[CH:23][CH:22]=1)(OCC1C=CC=CC=1)=O.[ClH:58].CO>CC(O)=O.[Pd]>[ClH:58].[C:21]1([CH:20]([C:27]2[CH:32]=[CH:31][CH:30]=[CH:29][CH:28]=2)[C:19]([NH:18][C@@H:17]([C:34]([NH:36][C@@H:37]([C:39]2[CH:44]=[CH:43][C:42]([O:45][CH3:46])=[CH:41][CH:40]=2)[CH3:38])=[O:35])[CH2:16][CH2:15][CH2:14][NH:13][C:12](=[NH:11])[NH2:47])=[O:33])[CH:26]=[CH:25][CH:24]=[CH:23][CH:22]=1 |f:1.2,5.6|. Procedure details: (R)-Nω,Nω '-bis(Cbz)-N2 -(diphenylacetyl)-(R)-N-[1-(4-methoxyphenyl)ethyl]-arginine amide (5.40 g; 7.10 mmol; from step (f) above) in HOAc (300 mL) was flushed with nitrogen prior to the addition of 10% Pd/C (w/w; 1.10 g). The heterogeneous solution was briefly flushed with hydrogen and then stirred under 1 atmosphere of hydrogen for 4 hours. When the deprotection was complete, as determined by TLC analysis, the solution was filtered through a pad of Celite to remove the catalyst. The filtrate w... Yields the product OC(C=CC1=C(C(CCC1(C)C)=O)C)(C#C)C (3-(3-Hydroxy-3-methylpent-1-en-4-ynyl)-2,4,4-trimethylcyclohex-2-en-1-one). Procedure details: 10 mL of 0.5M solution of ethynylmagnesium chloride (5 mmoles) in tetrahydrofuran (purchased from Aldrich Chemical Co., Milwaukee, Wis.) was added to a 100 mL 3-neck reaction flask fitted with an addition funnel and an adapter connected to an apparatus similar to that described by Johnson and Schneider [Org. Synth., 30, 18 (1950)] so that the mixture in the flask could be protected from atmospheric moisture, et al. throughout the course of the reaction. After sweeping the system briefly with a s... Starting materials: C(#C)C1(C(=C(C(CC1)(C)C)C=CC(C#C)(C)O)C)O (1-ethynyl-3-(3-hydroxy-3-methylpent-1-en-4-ynyl)-2,4,4-trimethylcyclohex-2-en-1-ol), [OH-].[Na+] (NaOH), diyne-diol. RXN SMILES: C([C:3]1([OH:19])[CH2:8][CH2:7][C:6]([CH3:10])([CH3:9])[C:5]([CH:11]=[CH:12][C:13]([OH:17])([CH3:16])[C:14]#[CH:15])=[C:4]1[CH3:18])#C.[OH-].[Na+]>>[OH:17][C:13]([CH3:16])([C:14]#[CH:15])[CH:12]=[CH:11][C:5]1[C:6]([CH3:9])([CH3:10])[CH2:7][CH2:8][C:3](=[O:19])[C:4]=1[CH3:18] |f:1.2|. Reactants: [Cl-].[Cl-].[Cl-].[Al+3] (aluminium trichloride), CC(CCC1=NC2=C(N1CC1=CC=C(C=C1)C=1C(=CC=CC1)C(=O)O)C=C(C(=C2)OC)OC)C (4'-[(2-(3-methylbutyl)-5,6-dimethoxy-benzimidazol-1-yl)-methyl]biphenyl-2-carboxylic acid). Run in ClCCl (dichloromethane). Product: CC(CCC1=NC2=C(N1CC1=CC=C(C=C1)C=1C(=CC=CC1)C(=O)O)C=C(C(=C2)O)OC)C (4'-[(2-(3-methylbutyl)-5-hydroxy-6-methoxy-benzimidazol-1-yl)-methyl]biphenyl-2-carboxylic acid). RXN SMILES: [Cl-].[Cl-].[Cl-].[Al+3].[CH3:5][CH:6]([CH3:38])[CH2:7][CH2:8][C:9]1[N:13]([CH2:14][C:15]2[CH:20]=[CH:19][C:18]([C:21]3[C:22]([C:27]([OH:29])=[O:28])=[CH:23][CH:24]=[CH:25][CH:26]=3)=[CH:17][CH:16]=2)[C:12]2[CH:30]=[C:31]([O:36][CH3:37])[C:32]([O:34]C)=[CH:33][C:11]=2[N:10]=1>ClCCl>[CH3:5][CH:6]([CH3:38])[CH2:7][CH2:8][C:9]1[N:13]([CH2:14][C:15]2[CH:20]=[CH:19][C:18]([C:21]3[C:22]([C:27]([OH:29])=[O:28])=[CH:23][CH:24]=[CH:25][CH:26]=3)=[CH:17][CH:16]=2)[C:12]2[CH:30]=[C:31]([O:36][CH3:37])[C:32]([OH:34])=[CH:33][C:11]=2[N:10]=1 |f:0.1.2.3|. Reported procedure: 3 g of aluminium trichloride are added to a suspension of 600 mg (1.3 mmol) of 4'-[(2-(3-methylbutyl)-5,6-dimethoxy-benzimidazol-1-yl)-methyl]biphenyl-2-carboxylic acid in 50 ml of dry dichloromethane and the mixture is heated under reflux for 15 minutes. The solvent is then distilled off, the residue is filtered off under suction, washed using 30 ml of water and dried. 360 mg (62% of theoretical) of a mixture of the isomeric products is obtained after chromatographing over silica gel (eluting a... Reactants: CO, CCOC(C)=O, CS(C)=O, [Cu]I, COc1cc(N2CCN(C(=O)Cn3nc(I)c(Cl)c3C)CC2)c(F)cc1Cl. Yields the product COc1cc(N2CCN(C(=O)Cn3nc(S(C)(=O)=O)c(Cl)c3C)CC2)c(F)cc1Cl. As a reaction SMILES: [CH3:28][OH:29].[CH3:30][CH2:31][O:32][C:33]([CH3:34])=[O:35].[CH3:36][S:37](=[O:38])[CH3:39].[Cu:40][I:41].[I:1][c:2]1[n:3][n:4]([CH2:9][C:10](=[O:11])[N:12]2[CH2:13][CH2:14][N:15]([c:18]3[c:19]([F:27])[cH:20][c:21]([Cl:26])[c:22]([O:24][CH3:25])[cH:23]3)[CH2:16][CH2:17]2)[c:5]([CH3:8])[c:6]1[Cl:7]>>[c:2]1([S:37](=[O:29])(=[O:38])[CH3:39])[n:3][n:4]([CH2:9][C:10](=[O:11])[N:12]2[CH2:13][CH2:14][N:15]([c:18]3[c:19]([F:27])[cH:20][c:21]([Cl:26])[c:22]([O:24][CH3:25])[cH:23]3)[CH2:16][CH2:17]2)[c:5]([CH3:8])[c:6]1[Cl:7].